The task is: describe an organic reaction: reactants, conditions, products, and yield. This data is from the Open Reaction Database (ORD), a public repository of structured organic reaction records. Starting materials: C1(CC1)COC1=C(N=CC(=N1)C(=O)O)N1CCCCC1 (6-cyclopropylmethoxy-5-piperidin-1-yl-pyrazine-2-carboxylic acid), CN(C)C(=[N+](C)C)ON1C2=C(C=CC=C2)N=N1.[B-](F)(F)(F)F (TBTU), CCN(C(C)C)C(C)C (DIPEA), N[C@H](CO)CC(C)C ((S)-2-amino-4-methyl-pentan-1-ol). The solvent is CN(C)C=O (DMF). Reaction conditions: time 16 hour. Product: OC[C@H](CC(C)C)NC(=O)C1=NC(=C(N=C1)N1CCCCC1)OCC1CC1 (6-Cyclopropylmethoxy-5-piperidin-1-yl-pyrazine-2-carboxylic acid ((S)-1-hydroxymethyl-3-methyl-butyl)-amide). The yield is 69.7%. Reaction SMILES: [CH:1]1([CH2:4][O:5][C:6]2[N:11]=[C:10]([C:12]([OH:14])=O)[CH:9]=[N:8][C:7]=2[N:15]2[CH2:20][CH2:19][CH2:18][CH2:17][CH2:16]2)[CH2:3][CH2:2]1.CN(C(ON1N=NC2C=CC=CC1=2)=[N+](C)C)C.[B-](F)(F)(F)F.CCN(C(C)C)C(C)C.[NH2:52][C@@H:53]([CH2:56][CH:57]([CH3:59])[CH3:58])[CH2:54][OH:55]>CN(C=O)C>[OH:55][CH2:54][C@@H:53]([NH:52][C:12]([C:10]1[CH:9]=[N:8][C:7]([N:15]2[CH2:20][CH2:19][CH2:18][CH2:17][CH2:16]2)=[C:6]([O:5][CH2:4][CH:1]2[CH2:2][CH2:3]2)[N:11]=1)=[O:14])[CH2:56][CH:57]([CH3:59])[CH3:58] |f:1.2|. Reported procedure: A mixture of 11 mg (0.04 mmol) 6-cyclopropylmethoxy-5-piperidin-1-yl-pyrazine-2-carboxylic acid, 15.3 mg (0.048 mmol) TBTU, 15.3 mg (0.119 mmol) DIPEA and 7 mg (0.059 mmol) (S)-2-amino-4-methyl-pentan-1-ol (commercially available) in 1 mL DMF was shaken at room temperature for 16 h. The mixture was subjected to purification by preparative HPLC on reversed phase eluting with a gradient formed from acetonitrile, water and NEt3. The combined product fractions were evaporated to yield 10.5 mg (70%) ... Reactants: CCOC(=O)C(C)Br, CN(C)C=O, OCCc1ccc(-c2ccc(Cl)cc2)cc1, [H-], [Na+]. Yields the product CCOC(=O)C(C)OCCc1ccc(-c2ccc(Cl)cc2)cc1. Reaction SMILES: [Br:19][CH:20]([C:21](=[O:22])[O:23][CH2:24][CH3:25])[CH3:26].[CH3:27][N:28]([CH3:29])[CH:30]=[O:31].[Cl:3][c:4]1[cH:5][cH:6][c:7](-[c:10]2[cH:11][cH:12][c:13]([CH2:16][CH2:17][OH:18])[cH:14][cH:15]2)[cH:8][cH:9]1.[H-:1].[Na+:2]>>[Cl:3][c:4]1[cH:5][cH:6][c:7](-[c:10]2[cH:11][cH:12][c:13]([CH2:16][CH2:17][O:18][CH:20]([C:21](=[O:22])[O:23][CH2:24][CH3:25])[CH3:26])[cH:14][cH:15]2)[cH:8][cH:9]1.